Dataset: the Open Reaction Database (ORD), a public repository of structured organic reaction records. Task: describe an organic reaction: reactants, conditions, products, and yield The reactants are C(C)(C)O (isopropanol), C(C)(C)O.CC(=O)C (isopropanol acetone), N1(CCCCC1)CC=1C=C(OCCCNC2=[N+](C=CC(=C2)OCC2=CC=CC=C2)[O-])C=CC1 (2-[3-[3-(Piperidinomethyl)phenoxy]propylamino]-4-benzyloxypyridine-N-oxide). Reagents/catalysts: [Pd] (palladium on charcoal). The solvent is C(C)O (ethanol). The product is N1(CCCCC1)CC=1C=C(OCCCNC2=[N+](C=CC(=C2)O)[O-])C=CC1 (2-[3-[3-(piperidinomethyl)phenoxy]propylamino]-4-hydroxypyridine-N-oxide). Isolated yield 78.6%. As a reaction SMILES: [N:1]1([CH2:7][C:8]2[CH:9]=[C:10]([CH:31]=[CH:32][CH:33]=2)[O:11][CH2:12][CH2:13][CH2:14][NH:15][C:16]2[CH:21]=[C:20]([O:22]CC3C=CC=CC=3)[CH:19]=[CH:18][N+:17]=2[O-:30])[CH2:6][CH2:5][CH2:4][CH2:3][CH2:2]1.C(O)(C)C.C(O)(C)C.CC(C)=O>C(O)C.[Pd]>[N:1]1([CH2:7][C:8]2[CH:9]=[C:10]([CH:31]=[CH:32][CH:33]=2)[O:11][CH2:12][CH2:13][CH2:14][NH:15][C:16]2[CH:21]=[C:20]([OH:22])[CH:19]=[CH:18][N+:17]=2[O-:30])[CH2:6][CH2:5][CH2:4][CH2:3][CH2:2]1 |f:2.3|. Procedure details: 2-[3-[3-(Piperidinomethyl)phenoxy]propylamino]-4-benzyloxypyridine-N-oxide (0.94 g) in ethanol (100 ml) was hydrogenated at 344 KPa (50 p.s.i), for 5 hours in the presence of 10% palladium on charcoal (0.1 g). The reaction mixture was filtered and the filtrate evaporated under reduced pressure to give an oil. Trituration under diethyl ether containing a little isopropanol gave as a buff solid 2-[3-[3-(piperidinomethyl)phenoxy]propylamino]-4-hydroxypyridine-N-oxide (0.59 g), m.p. 140°-142.5° C. (... Reactants: O=C([O-])O, CN1CCNCC1, Cc1c2c(n(C)c1C)C(=O)Nc1ccccc1N2C(=O)CCl, [Na+], C1COCCO1. The product is Cc1c2c(n(C)c1C)C(=O)Nc1ccccc1N2C(=O)CN1CCN(C)CC1. Reaction SMILES: [C:30](=[O:31])([OH:32])[O-:33].[CH3:23][N:24]1[CH2:25][CH2:26][NH:27][CH2:28][CH2:29]1.[Cl:1][CH2:2][C:3](=[O:4])[N:5]1[c:6]2[c:7]([n:17]([CH3:22])[c:18]([CH3:21])[c:19]2[CH3:20])[C:8](=[O:16])[NH:9][c:10]2[c:11]1[cH:12][cH:13][cH:14][cH:15]2.[Na+:34].[O:35]1[CH2:36][CH2:37][O:38][CH2:39][CH2:40]1>>[CH2:2]([C:3](=[O:4])[N:5]1[c:6]2[c:7]([n:17]([CH3:22])[c:18]([CH3:21])[c:19]2[CH3:20])[C:8](=[O:16])[NH:9][c:10]2[c:11]1[cH:12][cH:13][cH:14][cH:15]2)[N:27]1[CH2:26][CH2:25][N:24]([CH3:23])[CH2:29][CH2:28]1. The reactants are BrC1=CC=C(C=C1)O (4-bromophenol), C([O-])([O-])=O.[K+].[K+] (potassium carbonate), BrC(C)C (2-bromopropane), CN(C=O)C (N,N-dimethylformamide). The reagents and catalysts are [I-].[Na+] (sodium iodide). Solvent: O (water). Conditions: temperature 60 celsius. Yields the product BrC1=CC=C(C=C1)OC(C)C (4-bromo-isopropoxybenzene). Yield: 17052.0%. Reaction SMILES: [Br:1][C:2]1[CH:7]=[CH:6][C:5]([OH:8])=[CH:4][CH:3]=1.C(=O)([O-])[O-].[K+].[K+].Br[CH:16]([CH3:18])[CH3:17].CN(C)C=O>[I-].[Na+].O>[Br:1][C:2]1[CH:7]=[CH:6][C:5]([O:8][CH:16]([CH3:18])[CH3:17])=[CH:4][CH:3]=1 |f:1.2.3,6.7|. Procedure: A mixture of 4-bromophenol (30.0 g, 173 mmol), potassium carbonate (26.3 g, 190 mol), sodium iodide (0.60 g, 4 mmol), 2-bromopropane (85.1 g, 0.692 mmol), and N,N-dimethylformamide (173 mL) was warmed at 60° C. for 17 hours. The solution was cooled to room temperature and water (300 mL) was added. The solution was extracted with diethyl ether. The extract was washed with aqueous sodium hydroxide, water, and aqueous sodium chloride, dried (Na2SO4), filtered, and concentrated. The product was puri...